Dataset: the Open Reaction Database (ORD), a public repository of structured organic reaction records. Task: describe an organic reaction: reactants, conditions, products, and yield Starting materials: ClC1=NC2=CC=CC=C2C=C1C1=CC=CC=C1 (2-chloro-3-phenylquinoline), Cl.CN(CCS)C (2-Dimethylaminoethanethiol hydrochloride), [H-].[Na+] (sodium hydride), ice water, [H][H] (hydrogen). The solvent is CN(C=O)C (dimethylformamide), CN(C=O)C (dimethylformamide). Yields the product Cl.CN(CCSC1=NC2=CC=CC=C2C=C1C1=CC=CC=C1)C (2-(2-dimethylaminoethylthio)-3-phenylquinoline hydrochloride). As a reaction SMILES: Cl.[CH3:2][N:3]([CH3:7])[CH2:4][CH2:5][SH:6].[H-].[Na+].[H][H].[Cl:12][C:13]1[C:22]([C:23]2[CH:28]=[CH:27][CH:26]=[CH:25][CH:24]=2)=[CH:21][C:20]2[C:15](=[CH:16][CH:17]=[CH:18][CH:19]=2)[N:14]=1>CN(C)C=O>[ClH:12].[CH3:2][N:3]([CH3:7])[CH2:4][CH2:5][S:6][C:13]1[C:22]([C:23]2[CH:28]=[CH:27][CH:26]=[CH:25][CH:24]=2)=[CH:21][C:20]2[C:15](=[CH:16][CH:17]=[CH:18][CH:19]=2)[N:14]=1 |f:0.1,2.3,7.8|. Reported procedure: 2-Dimethylaminoethanethiol hydrochloride (58.40 g. of 80% w/w) was added to a suspension of sodium hydride (31.68 g. of a 50% w/w dispersion in mineral oil) in dimethylformamide (500 ml.) at 0° to 5°. When all the hydrogen had evolved, a solution of 2-chloro-3-phenylquinoline (72.70 g.) in dimethylformamide (100 ml.) was added and the mixture stirred and heated at 75° for 5 hr. The reaction mixture was then poured into ice water (4000 ml.) and extracted with ethyl acetate (6×500 ml.). The ethyl ... The reactants are BrC1=CC=C(C=C1)C1=C(C(=NO1)C)N (5-(4-bromo-phenyl)-3-methyl-isoxazol-4-ylamine), ClC=1C=C(C=CC1)CCC(C)=O (4-(3-chloro-phenyl)-butan-2-one). Product: BrC1=CC=C(C=C1)C1=C(C(=NO1)C)NC(CCC1=CC(=CC=C1)Cl)C ([5-(4-Bromo-phenyl)-3-methyl-isoxazol-4-yl]-[3-(3-chloro-phenyl)-1-methyl-propyl]-amine). As a reaction SMILES: [Br:1][C:2]1[CH:7]=[CH:6][C:5]([C:8]2[O:12][N:11]=[C:10]([CH3:13])[C:9]=2[NH2:14])=[CH:4][CH:3]=1.[Cl:15][C:16]1[CH:17]=[C:18]([CH2:22][CH2:23][C:24](=O)[CH3:25])[CH:19]=[CH:20][CH:21]=1>>[Br:1][C:2]1[CH:3]=[CH:4][C:5]([C:8]2[O:12][N:11]=[C:10]([CH3:13])[C:9]=2[NH:14][CH:24]([CH3:25])[CH2:23][CH2:22][C:18]2[CH:19]=[CH:20][CH:21]=[C:16]([Cl:15])[CH:17]=2)=[CH:6][CH:7]=1. Reported procedure: Prepared according to the procedure described in Example 8, Step 1, using 5-(4-bromo-phenyl)-3-methyl-isoxazol-4-ylamine and 4-(3-chloro-phenyl)-butan-2-one. Starting materials: Cl.NCC1=CC(=C(C(=C1)F)NS(=O)(=O)C)C=C (N-(4-Aminomethyl-2-ethenyl-6-fluoro-phenyl)-methanesulfonamide HCl salt), O(C1=CC=CC=C1)C1=NC(=CC=C1C=CC(=O)O)C(F)(F)F (3-(2-phenoxy-6-trifluoromethyl-pyridin-3-yl)-acrylic acid). Yields the product C(#C)C=1C=C(CNC(C=CC=2C(=NC(=CC2)C(F)(F)F)OC2=CC=CC=C2)=O)C=C(C1NS(=O)(=O)C)F (N-(3-Ethynyl-5-fluoro-4-methanesulfonylamino-benzyl)-3-(2-phenoxy-6-trifluoromethyl-pyridin-3-yl)-acrylamide). Isolated yield 75.0%. RXN SMILES: Cl.[NH2:2][CH2:3][C:4]1[CH:9]=[C:8]([F:10])[C:7]([NH:11][S:12]([CH3:15])(=[O:14])=[O:13])=[C:6]([CH:16]=[CH2:17])[CH:5]=1.[O:18]([C:25]1[C:30]([CH:31]=[CH:32][C:33](O)=[O:34])=[CH:29][CH:28]=[C:27]([C:36]([F:39])([F:38])[F:37])[N:26]=1)[C:19]1[CH:24]=[CH:23][CH:22]=[CH:21][CH:20]=1>>[C:16]([C:6]1[CH:5]=[C:4]([CH:9]=[C:8]([F:10])[C:7]=1[NH:11][S:12]([CH3:15])(=[O:14])=[O:13])[CH2:3][NH:2][C:33](=[O:34])[CH:32]=[CH:31][C:30]1[C:25]([O:18][C:19]2[CH:24]=[CH:23][CH:22]=[CH:21][CH:20]=2)=[N:26][C:27]([C:36]([F:37])([F:38])[F:39])=[CH:28][CH:29]=1)#[CH:17] |f:0.1|. Procedure details: N-(4-Aminomethyl-2-ethenyl-6-fluoro-phenyl)-methanesulfonamide HCl salt (35 mg, 0.13 mmol) was reacted with 3-(2-phenoxy-6-trifluoromethyl-pyridin-3-yl)-acrylic acid (17 mg) to give the title compound (22 mg, 75%) after purification by column chromatography (Hex/EtOAc=1/1). Starting materials: CC(=O)OC(C)(C)C(C)=O, CCOC(OCC)OCC, CCN(C(C)C)C(C)C, ClCCl, [Na+], O=C([O-])O. Yields the product CCOC(CC(=O)C(C)(C)OC(C)=O)OCC. Reaction SMILES: [CH3:11][C:12]([C:13]([CH3:14])=[O:15])([CH3:16])[O:17][C:18]([CH3:19])=[O:20].[CH:1]([O:2][CH2:3][CH3:4])([O:5][CH2:6][CH3:7])[O:8][CH2:9][CH3:10].[CH:21]([N:22]([CH2:23][CH3:24])[CH:25]([CH3:26])[CH3:27])([CH3:28])[CH3:29].[Cl:35][CH2:36][Cl:37].[Na+:30].[OH:31][C:32](=[O:33])[O-:34]>>[CH:1]([O:5][CH2:6][CH3:7])([O:8][CH2:9][CH3:10])[CH2:14][C:13]([C:12]([CH3:11])([CH3:16])[O:17][C:18]([CH3:19])=[O:20])=[O:15]. Starting materials: N1=CNC2=C1C=CC(=C2)C(=O)N2[C@@H]1CC3=C([C@](CC2)([C@@H]1C)C)C(=C(C=C3)OC)[N+](=O)[O-] ((3H-benzoimidazol-5-yl)-[(2R,6R,11S)-8-methoxy-6,11-dimethyl-7-nitro-1,2,5,6-tetrahydro-4H-2,6-methano-benzo[d]azocin-3-yl]-methanone). The reagents and catalysts are [Pd] (palladium on carbon). Solvent: CO (methanol). Conditions: time 1 day. Yields the product NC1=C(C=CC=2C[C@H]3N(CC[C@@](C21)([C@@H]3C)C)C(=O)C3=CC2=C(N=CN2)C=C3)OC ([(2R,6R,11S)-7-Amino-8-methoxy-6,11-dimethyl-1,2,5,6-tetrahydro-4H-2,6-methano-benzo[d]azocin-3-yl]-(3H-benzoimidazol-5-yl)-methanone). As a reaction SMILES: [N:1]1[C:5]2[CH:6]=[CH:7][C:8]([C:10]([N:12]3[CH2:19][CH2:18][C@:17]4([CH3:22])[C@H:20]([CH3:21])[C@H:13]3[CH2:14][C:15]3[CH:26]=[CH:25][C:24]([O:27][CH3:28])=[C:23]([N+:29]([O-])=O)[C:16]=34)=[O:11])=[CH:9][C:4]=2[NH:3][CH:2]=1>[Pd].CO>[NH2:29][C:23]1[C:16]2[C@@:17]3([CH3:22])[C@H:20]([CH3:21])[C@H:13]([N:12]([C:10]([C:8]4[CH:7]=[CH:6][C:5]5[N:1]=[CH:2][NH:3][C:4]=5[CH:9]=4)=[O:11])[CH2:19][CH2:18]3)[CH2:14][C:15]=2[CH:26]=[CH:25][C:24]=1[O:27][CH3:28]. Reported procedure: A mixture of 10% palladium on carbon (1.0 g) and (3H-benzoimidazol-5-yl)-[(2R,6R,11S)-8-methoxy-6,11-dimethyl-7-nitro-1,2,5,6-tetrahydro-4H-2,6-methano-benzo[d]azocin-3-yl]-methanone (1.50 g) in methanol (20 mL) is shaken under hydrogen atmosphere at room temperature for 1 d. Then, the mixture is filtered and the filtrate is concentrated under reduced pressure to give the title compound as a foam-like solid. Starting materials: O=[N+]([O-])CCc1ccc(Cc2ccccc2)nc1, ClCCl, CO, C[O-], [Cl-], [Cl-], [Cl-], [Cl-], [Li+], C1CCOC1, O, [Ti+4]. Product: ON=C(Cl)Cc1ccc(Cc2ccccc2)nc1. Reaction SMILES: [CH2:1]([c:2]1[cH:3][cH:4][cH:5][cH:6][cH:7]1)[c:8]1[n:9][cH:10][c:11]([CH2:14][CH2:15][N+:16](=[O:17])[O-:18])[cH:12][cH:13]1.[CH2:25]([Cl:26])[Cl:27].[CH3:19][OH:20].[CH3:21][O-:22].[Cl-:33].[Cl-:34].[Cl-:35].[Cl-:36].[Li+:23].[O:28]1[CH2:29][CH2:30][CH2:31][CH2:32]1.[OH2:24].[Ti+4:37]>>[CH2:1]([c:2]1[cH:3][cH:4][cH:5][cH:6][cH:7]1)[c:8]1[n:9][cH:10][c:11]([CH2:14][C:15](=[N:16][OH:18])[Cl:26])[cH:12][cH:13]1. Starting materials: COC(=O)C(C)(Cc1c[nH]c2ccc(OC)cc12)[N+](=O)[O-], CO. Yields the product COC(=O)C(C)(N)Cc1c[nH]c2ccc(OC)cc12. Reaction SMILES: [CH3:1][O:2][C:3]([C:4]([CH2:5][c:6]1[cH:7][nH:8][c:9]2[cH:10][cH:11][c:12]([O:15][CH3:16])[cH:13][c:14]12)([N+:17]([O-:18])=[O:19])[CH3:20])=[O:21].[CH3:22][OH:23]>>[CH3:1][O:2][C:3]([C:4]([CH2:5][c:6]1[cH:7][nH:8][c:9]2[cH:10][cH:11][c:12]([O:15][CH3:16])[cH:13][c:14]12)([NH2:17])[CH3:20])=[O:21]. Reactants: 722, 93, P(O)(O)(O)=O (phosphoric acid), 65, [N+](=O)(O)[O-] (nitric acid), 90, C=CC1=CC=CC=C1 (styrene), ClC1=C(C=C)C=CC=C1 (o-chlorostyrene), ClCCC1=CC=CC=C1 (o-chloroethylbenzene). Run at time 2 hour. Product: CC1CC(C2=CC=CC=C12)C1=CC=CC=C1 (1-methyl-3-phenylindan), 1-methyl-3-(o-chloro)-phenylindan. RXN SMILES: [CH2:1]=[CH:2][C:3]1[CH:8]=[CH:7][CH:6]=[CH:5][CH:4]=1.ClC1C=CC=CC=1C=C.Cl[CH2:19][CH2:20][C:21]1[CH:26]=[CH:25][CH:24]=[CH:23][CH:22]=1.P(=O)(O)(O)O.[N+]([O-])(O)=O>>[CH3:19][CH:20]1[C:21]2[C:26](=[CH:25][CH:24]=[CH:23][CH:22]=2)[CH:2]([C:3]2[CH:8]=[CH:7][CH:6]=[CH:5][CH:4]=2)[CH2:1]1. Procedure: A mixture of 90 parts of styrene, 183 parts of o-chlorostyrene and 117 parts of o-chloroethylbenzene is added to a mixture of 722 parts of 93 per cent strength by weight phosphoric acid and 7.5 parts of 65 per cent strength by weight nitric acid at 35° to 40° C over 5 hours. The emulsion is stirred for a further 2 hours at 35° to 40° C and the organic phase is then separated off and washed with 200 parts of 3 per cent strength by weight sodium hydroxide solution. Fractional distillation at 10 mm... Reactants: CC(C)CC1COc2c(ccc3[nH]c(=O)cc(C(F)(F)F)c23)N1CC(F)(F)F, CCOC(=O)CC(=O)C(F)(F)F, Cc1ccccc1, CC(C)CC1COc2cc(N)ccc2N1CC(F)(F)F. The product is CC(C)CC1COc2cc3[nH]c(=O)cc(C(F)(F)F)c3cc2N1CC(F)(F)F. As a reaction SMILES: [CH2:1]([CH:2]([CH3:3])[CH3:4])[CH:5]1[N:6]([CH2:24][C:25]([F:26])([F:27])[F:28])[c:7]2[c:8]([c:9]3[c:10]([C:18]([F:19])([F:20])[F:21])[cH:11][c:12](=[O:17])[nH:13][c:14]3[cH:15][cH:16]2)[O:22][CH2:23]1.[CH2:49]([O:50][C:51](=[O:52])[CH2:53][C:54]([C:55]([F:56])([F:57])[F:58])=[O:59])[CH3:60].[CH3:61][c:62]1[cH:63][cH:64][cH:65][cH:66][cH:67]1.[NH2:29][c:30]1[cH:31][cH:32][c:33]2[c:47]([cH:48]1)[O:46][CH2:45][CH:40]([CH2:41][CH:42]([CH3:43])[CH3:44])[N:34]2[CH2:35][C:36]([F:37])([F:38])[F:39]>>[CH2:1]([CH:2]([CH3:3])[CH3:4])[CH:5]1[N:6]([CH2:24][C:25]([F:26])([F:27])[F:28])[c:7]2[cH:8][c:9]3[c:10]([C:18]([F:19])([F:20])[F:21])[cH:11][c:12](=[O:17])[nH:13][c:14]3[cH:15][c:16]2[O:22][CH2:23]1.